From a dataset of the Open Reaction Database (ORD), a public repository of structured organic reaction records. describe an organic reaction: reactants, conditions, products, and yield Reactants: 1A, BrCCCCC (1-bromopentane), BrCC=1OC(=CC1)C(F)(F)F (2-(bromomethyl)-5-(trifluoromethyl)furan), BrC1=C2C=CNC2=CC=C1 (4-bromoindole), FC=1C=CC=C2C(C(NC12)=O)=O (7-fluoroisatin). Yields the product FC=1C=CC=C2C(C(N(C12)CC=1OC(=CC1)C(F)(F)F)=O)=O (7-fluoro-1-{[5-(trifluoromethyl)-2-furyl]methyl}-1H-indole-2,3-dione). As a reaction SMILES: BrC1C=CC=C2C=1C=CN2.[F:11][C:12]1[CH:13]=[CH:14][CH:15]=[C:16]2[C:20]=1[NH:19][C:18](=[O:21])[C:17]2=[O:22].BrCCCCC.Br[CH2:30][C:31]1[O:32][C:33]([C:36]([F:39])([F:38])[F:37])=[CH:34][CH:35]=1>>[F:11][C:12]1[CH:13]=[CH:14][CH:15]=[C:16]2[C:20]=1[N:19]([CH2:30][C:31]1[O:32][C:33]([C:36]([F:39])([F:38])[F:37])=[CH:34][CH:35]=1)[C:18](=[O:21])[C:17]2=[O:22]. Procedure details: Following the procedure as described in PREPARATION 1A, and making tnon-critical variations to replace 4-bromoindole with 7-fluoroisatin, and 1-bromopentane with 2-(bromomethyl)-5-(trifluoromethyl)furan, the title compound was obtained (34%): MS (ES+) m/z 336.2 (M+23). Procedure details: A mixture of 3.0 g of 4-cyano-3-fluorobenzaldehyde obtainable from 2-fluoro-4-nitrotoluene by oxidation to the corresponding benzoic acid, conversion into the corresponding nitrile, reduction to 2-fluoro-4-aminobenzonitrile and conversion of the corresponding diazonium salt with formaldoxime into the aldehyde in accordance with the method of Beech (J. Chem. Soc. 1297 (1954)); the target product is also obtainable from 2-fluoro-4-aminotoluene by conversion into 3-fluoro-4-methylbenzonitrile by th... The product is C(#N)C1=C(C=C(C=C1)C1OCC(CO1)CCCCCCC)F (2-(4-cyano-3-fluorophenyl)-5-n-heptyl-1,3-dioxane). The solvent is C1(=CC=CC=C1)C (toluene), O (water). RXN SMILES: [C:1]([C:3]1[CH:10]=[CH:9][C:6]([CH:7]=[O:8])=[CH:5][C:4]=1[F:11])#[N:2].F[C:13]1[CH:18]=[C:17]([N+]([O-])=O)[CH:16]=[CH:15][C:14]=1[CH3:22].[C:23](O)(=[O:30])[C:24]1C=CC=C[CH:25]=1.FC1C=C(N)C=CC=1C#N.C=NO.FC1C=C(N)C=CC=1C.FC1C=C(C=CC=1C)C#N.FC1C=C(C=CC=1C)C(OCC)=O.FC1C=C(C=CC=1C#N)C(OCC)=O.FC1C=C(C=CC=1C#N)CO.C(C(CO)CO)CCCCCC>C1(C)C=CC=CC=1.O>[C:1]([C:3]1[CH:10]=[CH:9][C:6]([CH:7]2[O:30][CH2:23][CH:24]([CH2:13][CH2:18][CH2:17][CH2:16][CH2:15][CH2:14][CH3:22])[CH2:25][O:8]2)=[CH:5][C:4]=1[F:11])#[N:2]. The reactants are C(#N)C1=C(C=C(C=O)C=C1)F (4-cyano-3-fluorobenzaldehyde), FC1=C(C=CC(=C1)[N+](=O)[O-])C (2-fluoro-4-nitrotoluene), C(C1=CC=CC=C1)(=O)O (benzoic acid), nitrile, FC1=C(C#N)C=CC(=C1)N (2-fluoro-4-aminobenzonitrile), diazonium salt, C=NO (formaldoxime), aldehyde, FC1=C(C=CC(=C1)N)C (2-fluoro-4-aminotoluene), FC=1C=C(C#N)C=CC1C (3-fluoro-4-methylbenzonitrile), nitrile, FC=1C=C(C(=O)OCC)C=CC1C (ethyl 3-fluoro-4-methylbenzoate), aldehyde, oxime, FC=1C=C(C(=O)OCC)C=CC1C#N (ethyl 3-fluoro-4-cyanobenzoate), FC=1C=C(CO)C=CC1C#N (3-fluoro-4-cyanobenzyl alcohol), C(CCCCCC)C(CO)CO (2-n-heptylpropane-1,3-diol). The reactants are O=C1NC(=O)c2c(OCc3csc(NC(c4ccccc4)(c4ccccc4)c4ccccc4)n3)cccc21, O=C(O)C(=O)c1csc(NC(c2ccccc2)(c2ccccc2)c2ccccc2)n1, CCO, CO, ClCCl, NN, O, O. Yields the product O=C(O)C(=NOCc1csc(NC(c2ccccc2)(c2ccccc2)c2ccccc2)n1)c1csc(NC(c2ccccc2)(c2ccccc2)c2ccccc2)n1. Reaction SMILES: [C:1]([c:2]1[cH:3][cH:4][cH:5][cH:6][cH:7]1)([c:8]1[cH:9][cH:10][cH:11][cH:12][cH:13]1)([c:14]1[cH:15][cH:16][cH:17][cH:18][cH:19]1)[NH:20][c:21]1[s:22][cH:23][c:24]([CH2:26][O:27][c:28]2[cH:29][cH:30][cH:31][c:32]3[c:37]2[C:35](=[O:36])[NH:34][C:33]3=[O:38])[n:25]1.[C:43]([c:44]1[cH:45][cH:46][cH:47][cH:48][cH:49]1)([c:50]1[cH:51][cH:52][cH:53][cH:54][cH:55]1)([c:56]1[cH:57][cH:58][cH:59][cH:60][cH:61]1)[NH:62][c:63]1[s:64][cH:65][c:66]([C:68]([C:69](=[O:70])[OH:71])=[O:72])[n:67]1.[CH3:73][CH2:74][OH:75].[CH3:79][OH:80].[Cl:76][CH2:77][Cl:78].[NH2:40][NH2:41].[OH2:39].[OH2:42]>>[C:1]([c:2]1[cH:3][cH:4][cH:5][cH:6][cH:7]1)([c:8]1[cH:9][cH:10][cH:11][cH:12][cH:13]1)([c:14]1[cH:15][cH:16][cH:17][cH:18][cH:19]1)[NH:20][c:21]1[s:22][cH:23][c:24]([CH2:26][O:27][N:40]=[C:68]([c:66]2[cH:65][s:64][c:63]([NH:62][C:43]([c:44]3[cH:45][cH:46][cH:47][cH:48][cH:49]3)([c:50]3[cH:51][cH:52][cH:53][cH:54][cH:55]3)[c:56]3[cH:57][cH:58][cH:59][cH:60][cH:61]3)[n:67]2)[C:69](=[O:70])[OH:71])[n:25]1. The reactants are CCOCC, CCOC(C)=O, CC#N, N#CBr, Nc1ccc2c3c(cccc13)CC2. Yields the product N#CNc1ccc2c3c(cccc13)CC2. As a reaction SMILES: [CH2:20]([O:21][CH2:22][CH3:23])[CH3:24].[CH3:25][CH2:26][O:27][C:28]([CH3:29])=[O:30].[CH3:4][C:5]#[N:6].[N:1]#[C:2][Br:3].[NH2:7][c:8]1[cH:9][cH:10][c:11]2[c:19]3[c:14]([cH:15][cH:16][cH:17][c:18]13)[CH2:13][CH2:12]2>>[N:1]#[C:2][NH:7][c:8]1[cH:9][cH:10][c:11]2[c:19]3[c:14]([cH:15][cH:16][cH:17][c:18]13)[CH2:13][CH2:12]2.